From a dataset of the Open Reaction Database (ORD), a public repository of structured organic reaction records. describe an organic reaction: reactants, conditions, products, and yield The reactants are [Al+3], CCC(=O)NC1CNc2ccccc2C1, CCOC(C)=O, CCOCC, [H-], [H-], [H-], [H-], [Li+], [Na+], C1CCOC1, [OH-], O. The product is CCCNC1CNc2ccccc2C1. Reaction SMILES: [Al+3:17].[C:1]([CH2:2][CH3:3])(=[O:4])[NH:5][CH:6]1[CH2:7][NH:8][c:9]2[cH:10][cH:11][cH:12][cH:13][c:14]2[CH2:15]1.[CH3:22][CH2:23][O:24][C:25](=[O:26])[CH3:27].[CH3:30][CH2:31][O:32][CH2:33][CH3:34].[H-:16].[H-:19].[H-:20].[H-:21].[Li+:18].[Na+:29].[O:35]1[CH2:36][CH2:37][CH2:38][CH2:39]1.[OH-:28].[OH2:40]>>[CH2:1]([CH2:2][CH3:3])[NH:5][CH:6]1[CH2:7][NH:8][c:9]2[cH:10][cH:11][cH:12][cH:13][c:14]2[CH2:15]1. The reactants are S[C@@H]1CC[C@H](CC1)O (Trans-4-mercaptocyclohexanol), C1(=CC=CC=C1)P(C1=CC=CC=2C(C3=CC=CC(=C3OC12)P(C1=CC=CC=C1)C1=CC=CC=C1)(C)C)C1=CC=CC=C1 (4,5-bis(diphenylphosphino)-9,9-dimethylxanthene), C(C)(C)N(C(C)C)CC (N,N-diisopropylethylamine), BrC1=C(C#N)C=CC(=C1)N1C=C(C=2C1=NC=CC2C=2C=NC1=CC=CC=C1C2)C (2-Bromo-4-{3-methyl-4-(quinolin-3-yl)-1H-pyrrolo[2,3-b]pyridin-1-yl}benzonitrile). Reagents/catalysts: C=1C=CC(=CC1)/C=C/C(=O)/C=C/C2=CC=CC=C2.C=1C=CC(=CC1)/C=C/C(=O)/C=C/C2=CC=CC=C2.C=1C=CC(=CC1)/C=C/C(=O)/C=C/C2=CC=CC=C2.[Pd].[Pd] (tris(dibenzylideneacetone)dipalladium(0)). The solvent is C(C)(=O)OCC (ethyl acetate), O (water), O1CCOCC1 (1,4-dioxane). Reaction conditions: temperature 120 celsius, time 6 hour. The product is O[C@@H]1CC[C@H](CC1)SC1=C(C#N)C=CC(=C1)N1C=C(C=2C1=NC=CC2C=2C=NC1=CC=CC=C1C2)C (2-(trans-4-hydroxycyclohexylthio)-4-{3-methyl-4-(quinolin-3-yl)-1H-pyrrolo[2,3-b]pyridin-1-yl}benzonitrile). Reaction SMILES: [SH:1][C@H:2]1[CH2:7][CH2:6][C@H:5]([OH:8])[CH2:4][CH2:3]1.C1(P(C2C=CC=CC=2)C2C3OC4C(=CC=CC=4P(C4C=CC=CC=4)C4C=CC=CC=4)C(C)(C)C=3C=CC=2)C=CC=CC=1.C(N(CC)C(C)C)(C)C.Br[C:61]1[CH:68]=[C:67]([N:69]2[C:73]3=[N:74][CH:75]=[CH:76][C:77]([C:78]4[CH:79]=[N:80][C:81]5[C:86]([CH:87]=4)=[CH:85][CH:84]=[CH:83][CH:82]=5)=[C:72]3[C:71]([CH3:88])=[CH:70]2)[CH:66]=[CH:65][C:62]=1[C:63]#[N:64]>O1CCOCC1.C1C=CC(/C=C/C(/C=C/C2C=CC=CC=2)=O)=CC=1.C1C=CC(/C=C/C(/C=C/C2C=CC=CC=2)=O)=CC=1.C1C=CC(/C=C/C(/C=C/C2C=CC=CC=2)=O)=CC=1.[Pd].[Pd].O.C(OCC)(=O)C>[OH:8][C@H:5]1[CH2:6][CH2:7][C@H:2]([S:1][C:65]2[CH:66]=[C:67]([N:69]3[C:73]4=[N:74][CH:75]=[CH:76][C:77]([C:78]5[CH:79]=[N:80][C:81]6[C:86]([CH:87]=5)=[CH:85][CH:84]=[CH:83][CH:82]=6)=[C:72]4[C:71]([CH3:88])=[CH:70]3)[CH:68]=[CH:61][C:62]=2[C:63]#[N:64])[CH2:3][CH2:4]1 |f:5.6.7.8.9|. Procedure: Trans-4-mercaptocyclohexanol (0.050 g), tris(dibenzylideneacetone)dipalladium(0) (0.008 g), 4,5-bis(diphenylphosphino)-9,9-dimethylxanthene (0.010 g), and N,N-diisopropylethylamine (0.116 mL) were added to a solution of compound (40f) (0.150 g) prepared in Example 40(6) in 1,4-dioxane (1.71 mL), followed by stirring under nitrogen flow at 120° C. for 6 hr. The reaction solution was distributed between ethyl acetate and water, and the organic layer was washed with saturated saline. The organic la... The product is Cl, Fc1cccc(COc2ccc(Nc3ncnc4cc[nH]c34)cc2Cl)c1. Reaction SMILES: [CH3:28][N:29]1[CH2:30][CH2:31][CH2:32][C:33]1=[O:34].[CH3:35][CH2:36][O:37][C:38](=[O:39])[CH3:40].[Cl:11][c:12]1[cH:13][c:14]([NH2:15])[cH:16][cH:17][c:18]1[O:19][CH2:20][c:21]1[cH:22][c:23]([F:27])[cH:24][cH:25][cH:26]1.[Cl:1][c:2]1[c:3]2[c:4]([n:5][cH:6][n:7]1)[cH:8][cH:9][nH:10]2>>[ClH:1].[c:2]1([NH:15][c:14]2[cH:13][c:12]([Cl:11])[c:18]([O:19][CH2:20][c:21]3[cH:22][c:23]([F:27])[cH:24][cH:25][cH:26]3)[cH:17][cH:16]2)[c:3]2[c:4]([n:5][cH:6][n:7]1)[cH:8][cH:9][nH:10]2. The reactants are CN1CCCC1=O, CCOC(C)=O, Nc1ccc(OCc2cccc(F)c2)c(Cl)c1, Clc1ncnc2cc[nH]c12. The reactants are CN(C=O)C (N,N-dimethylformamide), resultant solution, O (Water), C(CCC)[Li] (n-Butyl lithium), COCC1=CSC=C1 (3-methoxymethylthiophene). Solvent: CCOCC (ether), CCOCC (ether). Run at time 1 hour. The product is COCC1=C(SC=C1)C=O (3-Methoxymethyl-2-thiophenecarboxaldehyde). Yield: 62.4%. RXN SMILES: C([Li])CCC.[CH3:6][O:7][CH2:8][C:9]1[CH:13]=[CH:12][S:11][CH:10]=1.CN(C)[CH:16]=[O:17].O>CCOCC>[CH3:6][O:7][CH2:8][C:9]1[CH:13]=[CH:12][S:11][C:10]=1[CH:16]=[O:17]. Reported procedure: Reaction of 3-bromomethylthiophene with sodium methoxide in methanol provided 3-methoxymethylthiophene (84%). n-Butyl lithium (30 ml, 1.5 M, 45 mmol) was slowly added to 3-methoxymethylthiophene (5.0 g, 39 mmol) in dry ether (100 ml) at 25° C. After stirring for 1 h, N,N-dimethylformamide (5.7 g, 78 mmol) in dry ether (200 ml) was added dropwise and the resultant solution was stirred for an additional 18 h at 20° C. Water (5 ml) was added and the organic phase washed with 5% hydrochloric acid (1... Starting materials: C1=2C(=O)OC(NC1=CC=CC2)=O (Isatoic anhydride), COC=1C(=CC=CC1)N (o-anisidine), C=1(C(=CC=CC1)S(=O)(=O)O)C (Toluenesulfonic acid). Run in C=1(C(=CC=CC1)C)C (xylene). Conditions: time 8 hour. Product: NC1=C(C=CC=C1)C=1OC2=C(N1)C=CC=C2 (2-(2'-Aminophenyl)benzoxazole). Yield: 23.0%. RXN SMILES: [C:1]12[C:7](=[CH:8][CH:9]=[CH:10][CH:11]=1)[NH:6][C:5](=O)[O:4][C:2]2=O.CO[C:15]1[C:16]([NH2:21])=C[CH:18]=[CH:19][CH:20]=1.C1(C)C(S(O)(=O)=O)=CC=CC=1>C1(C)C(C)=CC=CC=1>[NH2:6][C:7]1[CH:8]=[CH:9][CH:10]=[CH:11][C:1]=1[C:2]1[O:4][C:5]2[CH:18]=[CH:19][CH:20]=[CH:15][C:16]=2[N:21]=1. Procedure: Isatoic anhydride (0.2 m), o-anisidine (0.22 m), and xylene (200 ml) were placed in a 3-neck, 300 ml round bottom flask fitted with thermometer, condenser, and magnetic stirrer. The reaction mixture was heated to reflux and allowed to stir at reflux overnight. Gas evolution appeared to be vigorous. Added a Dean-Stark trap and attempted to collect water. No water was evident after eight hours. Reaction mixture was cooled and allowed to stand overnight. Toluenesulfonic acid (1.5 g) was added and r... The reactants are CCC(C)n1cc(C)c2c(C(=O)O)cc(Br)cc21, ClCCCl, CN1CCOCC1, CS(C)=O, Cc1cc(C)c(CN)c(=O)[nH]1, On1nnc2cccnc21. The product is CCC(C)n1cc(C)c2c(C(=O)NCc3c(C)cc(C)[nH]c3=O)cc(Br)cc21. Reaction SMILES: [Br:1][c:2]1[cH:3][c:4]([C:16](=[O:17])[OH:18])[c:5]2[c:6]([CH3:15])[cH:7][n:8]([CH:11]([CH3:12])[CH2:13][CH3:14])[c:9]2[cH:10]1.[CH2:40]([Cl:41])[CH2:42][Cl:43].[CH3:44][N:45]1[CH2:46][CH2:47][O:48][CH2:49][CH2:50]1.[CH3:51][S:52]([CH3:53])=[O:54].[NH2:19][CH2:20][c:21]1[c:22](=[O:29])[nH:23][c:24]([CH3:28])[cH:25][c:26]1[CH3:27].[OH:30][n:31]1[c:32]2[n:33][cH:34][cH:35][cH:36][c:37]2[n:38][n:39]1>>[Br:1][c:2]1[cH:3][c:4]([C:16](=[O:18])[NH:19][CH2:20][c:21]2[c:22](=[O:29])[nH:23][c:24]([CH3:28])[cH:25][c:26]2[CH3:27])[c:5]2[c:6]([CH3:15])[cH:7][n:8]([CH:11]([CH3:12])[CH2:13][CH3:14])[c:9]2[cH:10]1. The reactants are B(Br)(Br)Br (Boron tribromide), COC1=CC=CC=2CCN(CCC21)C(C(F)(F)F)=O (6-Methoxy-3-(trifluoroacetyl)-2,3,4,5-tetrahydro-1H-3-benzazepine), [Cl-].[NH4+] (ammonium chloride). The solvent is C(Cl)Cl (CH2Cl2), C(Cl)Cl (CH2Cl2). Reaction conditions: temperature 0 celsius, time 16 hour. The product is FC(C(=O)N1CCC2=C(CC1)C=CC=C2O)(F)F (3-(Trifluoroacetyl)-2,3,4,5-tetrahydro-1H-3-benzazepin-6-ol). Yield: 91.4%. Reaction SMILES: C[O:2][C:3]1[C:13]2[CH2:12][CH2:11][N:10]([C:14](=[O:19])[C:15]([F:18])([F:17])[F:16])[CH2:9][CH2:8][C:7]=2[CH:6]=[CH:5][CH:4]=1.B(Br)(Br)Br.[Cl-].[NH4+]>C(Cl)Cl>[F:18][C:15]([F:16])([F:17])[C:14]([N:10]1[CH2:9][CH2:8][C:7]2[CH:6]=[CH:5][CH:4]=[C:3]([OH:2])[C:13]=2[CH2:12][CH2:11]1)=[O:19] |f:2.3|. Procedure: 6-Methoxy-3-(trifluoroacetyl)-2,3,4,5-tetrahydro-1H-3-benzazepine (11.5 g, 42.0 mmol) was dissolved in CH2Cl2 (200 mL) and cooled to 0° C. under nitrogen. Boron tribromide (10.0 mL, 0.105 mol) was added via syringe, and the solution was stirred at room temperature for 16 hours. Saturated ammonium chloride was added slowly with stirring over 2 hours. Additional CH2Cl2 was added and the solution was partitioned between CH2Cl2 and water. The resulting mixture was concentrated and repartitioned betw...